This data is from the Open Reaction Database (ORD), a public repository of structured organic reaction records. The task is: describe an organic reaction: reactants, conditions, products, and yield Starting materials: OC1=CC(=CC=2OC(C3=C(C21)C(CCC3)C)(C)C)C(C)C(CCCCC)C (1-hydroxy-3-(3-methyl-2-octyl)-7,8,9,10-tetrahydro-6,6,10-trimethyl-6H-dibenzo[b,d]pyran), Cl.CC(C(=O)O)CCN1CCOCC1 (2-methyl-4-morpholinobutyric acid hydrochloride), C1(CCCCC1)N=C=NC1CCCCC1 (dicyclohexylcarbodiimide). Reported procedure: A mixture of 1.2 g. (3.24 mmole) of 1-hydroxy-3-(3-methyl-2-octyl)-7,8,9,10-tetrahydro-6,6,10-trimethyl-6H-dibenzo[b,d]pyran, 0.73 g. (3.24 mmole) of 2-methyl-4-morpholinobutyric acid hydrochloride, 0.71 g. (3.46 mmole) of dicyclohexylcarbodiimide and 50 ml. of methylene chloride was stirred at room temperature for 16 hrs. The reaction mixture was cooled and the byproduct of dicyclohexylurea was removed by filtration. The solvent was evaporated to give a foamy residue which was chromatographed u... Product: CC(C(=O)OC1=CC(=CC=2OC(C3=C(C21)C(CCC3)C)(C)C)C(C)C(CCCCC)C)CCN3CCOCC3 (1-[2-Methyl-4-(morpholino)butyryloxy]-3-(3-methyl-2-octyl)-7,8,9,10-tetrahydro-6,6,10-trimethyl-6H-dibenzo[b,d]pyran). Run in C(Cl)Cl (methylene chloride). Reaction SMILES: [OH:1][C:2]1[C:11]2[C:10]3[CH:12]([CH3:16])[CH2:13][CH2:14][CH2:15][C:9]=3[C:8]([CH3:18])([CH3:17])[O:7][C:6]=2[CH:5]=[C:4]([CH:19]([CH:21]([CH3:27])[CH2:22][CH2:23][CH2:24][CH2:25][CH3:26])[CH3:20])[CH:3]=1.Cl.[CH3:29][CH:30]([CH2:34][CH2:35][N:36]1[CH2:41][CH2:40][O:39][CH2:38][CH2:37]1)[C:31](O)=[O:32].C1(N=C=NC2CCCCC2)CCCCC1>C(Cl)Cl>[CH3:29][CH:30]([CH2:34][CH2:35][N:36]1[CH2:41][CH2:40][O:39][CH2:38][CH2:37]1)[C:31]([O:1][C:2]1[C:11]2[C:10]3[CH:12]([CH3:16])[CH2:13][CH2:14][CH2:15][C:9]=3[C:8]([CH3:17])([CH3:18])[O:7][C:6]=2[CH:5]=[C:4]([CH:19]([CH:21]([CH3:27])[CH2:22][CH2:23][CH2:24][CH2:25][CH3:26])[CH3:20])[CH:3]=1)=[O:32] |f:1.2|. Product: C(C1=CC=CC=C1)OC(=O)NC1=CC=CC(=N1)C(=O)OC (methyl 6-(benzyloxycarbonylamino)picolinate). Isolated yield 87.3%. Reaction SMILES: [NH2:1][C:2]1[N:7]=[C:6]([C:8]([O:10][CH3:11])=[O:9])[CH:5]=[CH:4][CH:3]=1.C(=O)(O)[O-].[Na+].[CH2:17]([O:24][C:25](Cl)=[O:26])[C:18]1[CH:23]=[CH:22][CH:21]=[CH:20][CH:19]=1.O>CC(C)=O.O.C(Cl)Cl>[CH2:17]([O:24][C:25]([NH:1][C:2]1[N:7]=[C:6]([C:8]([O:10][CH3:11])=[O:9])[CH:5]=[CH:4][CH:3]=1)=[O:26])[C:18]1[CH:23]=[CH:22][CH:21]=[CH:20][CH:19]=1 |f:1.2,5.6|. The solvent is CC(=O)C.O (acetone water), C(Cl)Cl (methylene chloride). The reactants are C(C1=CC=CC=C1)OC(=O)Cl (Benzyloxycarbonyl chloride), O (Water), NC1=CC=CC(=N1)C(=O)OC (methyl 6-aminopicolinate), C([O-])(O)=O.[Na+] (sodium bicarbonate). Reported procedure: A solution of methyl 6-aminopicolinate (10.65 g, 70 mmol, 1 eq) and sodium bicarbonate (13 g, 154 mmol, 2.2 eq) was dissolved in a mixture of acetone/water (2:1, 1M), and the solution cooled to 0° C. Benzyloxycarbonyl chloride (Cbz-Cl, 11.3 ml, 80.5 mmol, 1.15 eq) was added dropwise, and the reaction was warmed to room temperature and stirred for 18 hours. Water (200 mL) was added, and the resultant suspension was filtered to give a white solid. This solid was dissolved in methylene chloride, dr... Conditions: temperature 0 celsius, time 18 hour. Starting materials: C(#N)C=1C=CC(=NC1)CCO (5-cyano-2-(2-hydroxyethyl)pyridine), O.C1(=CC=C(C=C1)S(=O)(=O)O)C (p-toluenesulfonic acid hydrate), C([O-])(O)=O.[Na+] (sodium bicarbonate). The solvent is C1(=CC=CC=C1)C (toluene). The product is C(#N)C=1C=CC(=NC1)C=C (5-cyano-2-vinylpyridine). The yield is 36.3%. RXN SMILES: [C:1]([C:3]1[CH:4]=[CH:5][C:6]([CH2:9][CH2:10]O)=[N:7][CH:8]=1)#[N:2].O.C1(C)C=CC(S(O)(=O)=O)=CC=1.C(=O)(O)[O-].[Na+]>C1(C)C=CC=CC=1>[C:1]([C:3]1[CH:4]=[CH:5][C:6]([CH:9]=[CH2:10])=[N:7][CH:8]=1)#[N:2] |f:1.2,3.4|. Reported procedure: A mixture of 0.163 g (1.1 mmol) 5-cyano-2-(2-hydroxyethyl)pyridine and 0.029 g (0.15 mmol) p-toluenesulfonic acid hydrate in 10 mL toluene was heated to reflux for five hours in a flask equipped with a Dean-Stark trap. The cooled mixture was neutralized with 5 mL saturated sodium bicarbonate solution and extracted with ether (3×15 mL). The extract was washed with 3 mL brine, dried over sodium sulfate, and filtered. The filtrate was concentrated to give an oil which was purified by flash chromato... The reactants are ClCC(=O)Cl (chloroacetylchloride), S(=O)(Cl)Cl (thionylchloride), N-(1-methoxyprop-2-yl-)-2,4-dimethyltetrahydrothien-3-ylidenimine, Cl (hydrochloride), COCC(C)NC1=C(SC=C1C)C (N-(-1-methoxyprop-2-yl)-2,4-dimethyl-3-aminothiophene), Cl (HCl). The solvent is C1(=CC=CC=C1)C (toluene), C1CCCCC1.C(C)(=O)OCC (cyclohexane ethyl acetate), C1(=CC=CC=C1)C (toluene), C1(=CC=CC=C1)C (toluene). Yields the product CC=1SC=C(C1N(C(CCl)=O)C(COC)C)C (N-(2,4-Dimethylthien-3-yl)-N-(1-methoxyprop-2-yl)-chloroacetamide). Reaction SMILES: S(Cl)(Cl)=O.Cl.[CH3:6][O:7][CH2:8][CH:9]([NH:11][C:12]1[C:16]([CH3:17])=[CH:15][S:14][C:13]=1[CH3:18])[CH3:10].[Cl:19][CH2:20][C:21](Cl)=[O:22]>C1(C)C=CC=CC=1.C1CCCCC1.C(OCC)(=O)C>[CH3:18][C:13]1[S:14][CH:15]=[C:16]([CH3:17])[C:12]=1[N:11]([CH:9]([CH3:10])[CH2:8][O:7][CH3:6])[C:21](=[O:22])[CH2:20][Cl:19] |f:5.6|. Procedure details: 0.02 Mol thionylchloride in 5 ml toluene are added dropwise, within 40 minutes, to 0.02 mol N-(1-methoxyprop-2-yl-)-2,4-dimethyltetrahydrothien-3-ylidenimine, dissolved in 10 ml of toluene at 20° . The reaction mixture is stirred for 2 hours whereby the hydrochloride of N-(-1-methoxyprop-2-yl)-2,4-dimethyl-3-aminothiophene is obtained. Then are added 0.02 mol of chloroacetylchloride dissolved in 5 ml toluene. This mixture is heated during 1 hour at reflux, whereby HCl escapes. The title compound...